This data is from the Open Reaction Database (ORD), a public repository of structured organic reaction records. The task is: describe an organic reaction: reactants, conditions, products, and yield Reactants: ClC1=CC=C(C=C1)C1C(N=C(N1)C1=C(C=C(C=C1)OC)OCC)CC (5-(4-Chloro-phenyl)-2-(2-ethoxy-4-methoxy-phenyl)-4-ethyl-4,5-dihydro-1H-imidazole), ClC1=CC=C(C=C1)C1C(N=C(N1C(=O)N1CCN(CC1)C)C1=C(C=C(C=C1)OC)OCC)CC1CCCC1 ([5-(4-chloro-phenyl)-4-cyclopentylmethyl-2-(2-ethoxy-4-methoxy-phenyl)-4,5-dihydro-imidazol-1-yl]-(4-methyl-piperazin-1-yl)-methanone). The product is ClC1=CC=C(C=C1)C1C(N=C(N1C(=O)N1CC(NCC1)=O)C1=C(C=C(C=C1)OC)OCC)CC (4-[5-(4-Chloro-phenyl)-2-(2-ethoxy-4-methoxy-phenyl)-4-ethyl-4,5-dihydro-imidazole-1-carbonyl]-piperazin-2-one). As a reaction SMILES: ClC1C=CC(C2NC(C3C=CC([O:19]C)=CC=3OCC)=NC2CC)=CC=1.[Cl:26][C:27]1[CH:32]=[CH:31][C:30]([CH:33]2[N:37]([C:38]([N:40]3[CH2:45][CH2:44][N:43](C)[CH2:42][CH2:41]3)=[O:39])[C:36]([C:47]3[CH:52]=[CH:51][C:50]([O:53][CH3:54])=[CH:49][C:48]=3[O:55][CH2:56][CH3:57])=[N:35][CH:34]2[CH2:58][CH:59]2CCCC2)=[CH:29][CH:28]=1>>[Cl:26][C:27]1[CH:28]=[CH:29][C:30]([CH:33]2[N:37]([C:38]([N:40]3[CH2:41][CH2:42][NH:43][C:44](=[O:19])[CH2:45]3)=[O:39])[C:36]([C:47]3[CH:52]=[CH:51][C:50]([O:53][CH3:54])=[CH:49][C:48]=3[O:55][CH2:56][CH3:57])=[N:35][CH:34]2[CH2:58][CH3:59])=[CH:31][CH:32]=1. Reported procedure: 4-[5-(4-Chloro-phenyl)-2-(2-ethoxy-4-methoxy-phenyl)-4-ethyl-4,5-dihydro-imidazole-1-carbonyl]-piperazin-2-one was prepared from 5-(4-chloro-phenyl)-2-(2-ethoxy-4-methoxy-phenyl)-4-ethyl-4,5-dihydro-1H-imidazole (Example 20) in an analogous manner as described for the preparation of [5-(4-chloro-phenyl)-4-cyclopentylmethyl-2-(2-ethoxy-4-methoxy-phenyl)-4,5-dihydro-imidazol-1-yl]-(4-methyl-piperazin-1-yl)-methanone (Example 24). HR-MS (ES, m/z) observed 485.1959, calculated for C25H30N4O3Cl [(M+H...